Dataset: the Open Reaction Database (ORD), a public repository of structured organic reaction records. Task: describe an organic reaction: reactants, conditions, products, and yield Starting materials: O=C([O-])[O-], CCI, [K+], [K+], CN(C)C=O, COC(=O)c1ccc(O)cc1O. Product: CCOc1ccc(C(=O)OC)c(O)c1. Reaction SMILES: [C:16](=[O:17])([O-:18])[O-:19].[CH2:13]([CH3:14])[I:15].[K+:20].[K+:21].[O:22]=[CH:23][N:24]([CH3:25])[CH3:26].[OH:1][c:2]1[cH:3][c:4]([OH:12])[c:5]([C:6](=[O:7])[O:8][CH3:9])[cH:10][cH:11]1>>[O:1]([c:2]1[cH:3][c:4]([OH:12])[c:5]([C:6](=[O:7])[O:8][CH3:9])[cH:10][cH:11]1)[CH2:13][CH3:14]. Starting materials: COc1ccc(O)cc1, O=[N+]([O-])c1ccnc(Cl)c1, [H-], [Na+]. Yields the product COc1ccc(Oc2ccnc(Cl)c2)cc1. As a reaction SMILES: [CH3:1][O:2][c:3]1[cH:4][cH:5][c:6]([OH:9])[cH:7][cH:8]1.[Cl:12][c:13]1[n:14][cH:15][cH:16][c:17]([N+:19]([O-:20])=[O:21])[cH:18]1.[H-:10].[Na+:11]>>[CH3:1][O:2][c:3]1[cH:4][cH:5][c:6]([O:9][c:17]2[cH:16][cH:15][n:14][c:13]([Cl:12])[cH:18]2)[cH:7][cH:8]1. Reactants: FC(S(=O)(=O)OC(C(F)(F)F)C=1C=NC(=CC1)Cl)(F)F (1-(6-chloropyridin-3-yl)-2,2,2-trifluoroethyl trifluoromethanesulfonate), CN(C(OC(C)(C)C)=O)[C@@H]1CNCC1 ((S)-tert-butyl methyl(pyrrolidin-3-yl)carbamate). The product is ClC1=CC=C(C=N1)C(C(F)(F)F)N1C[C@H](CC1)N(C(OC(C)(C)C)=O)C (tert-butyl (3S)-1-(1-(6-chloropyridin-3-yl)-2,2,2-trifluoroethyl)pyrrolidin-3-yl(methyl)carbamate). The yield is 66.8%. Reaction SMILES: FC(F)(F)S(O[CH:7]([C:12]1[CH:13]=[N:14][C:15]([Cl:18])=[CH:16][CH:17]=1)[C:8]([F:11])([F:10])[F:9])(=O)=O.[CH3:21][N:22]([C@H:30]1[CH2:34][CH2:33][NH:32][CH2:31]1)[C:23](=[O:29])[O:24][C:25]([CH3:28])([CH3:27])[CH3:26]>>[Cl:18][C:15]1[N:14]=[CH:13][C:12]([CH:7]([N:32]2[CH2:33][CH2:34][C@H:30]([N:22]([CH3:21])[C:23](=[O:29])[O:24][C:25]([CH3:26])([CH3:27])[CH3:28])[CH2:31]2)[C:8]([F:11])([F:10])[F:9])=[CH:17][CH:16]=1. Reported procedure: Prepared as described in Example 1, Step C, using 1-(6-chloropyridin-3-yl)-2,2,2-trifluoroethyl trifluoromethanesulfonate (1.50 g, 4.37 mmol) and (S)-tert-butyl methyl(pyrrolidin-3-yl)carbamate (1.2 g, 6.11 mmol) to afford tert-butyl (3S)-1-(1-(6-chloropyridin-3-yl)-2,2,2-trifluoroethyl)pyrrolidin-3-yl(methyl)carbamate (1.15 g, 67%). The reactants are CC1(C)OCC(CON)O1, CCN=C=NCCCN(C)C, CCN(C(C)C)C(C)C, Cl, CSc1ccc(Nc2c(C(=O)O)cc3ccncn23)c(F)c1, CN(C)C=O, On1nnc2ccccc21. Yields the product CSc1ccc(Nc2c(C(=O)NOCC3COC(C)(C)O3)cc3ccncn23)c(F)c1. Reaction SMILES: [CH3:23][C:24]1([CH3:32])[O:25][CH2:26][CH:27]([CH2:29][O:30][NH2:31])[O:28]1.[CH3:43][CH2:44][N:45]=[C:46]=[N:47][CH2:48][CH2:49][CH2:50][N:51]([CH3:52])[CH3:53].[CH:55]([N:56]([CH2:57][CH3:58])[CH:59]([CH3:60])[CH3:61])([CH3:62])[CH3:63].[ClH:54].[F:1][c:2]1[c:3]([NH:10][c:11]2[c:12]([C:20](=[O:21])[OH:22])[cH:13][c:14]3[n:15]2[cH:16][n:17][cH:18][cH:19]3)[cH:4][cH:5][c:6]([S:8][CH3:9])[cH:7]1.[O:64]=[CH:65][N:66]([CH3:67])[CH3:68].[OH:33][n:34]1[c:35]2[c:36]([cH:37][cH:38][cH:39][cH:40]2)[n:41][n:42]1>>[F:1][c:2]1[c:3]([NH:10][c:11]2[c:12]([C:20](=[O:21])[NH:31][O:30][CH2:29][CH:27]3[CH2:26][O:25][C:24]([CH3:23])([CH3:32])[O:28]3)[cH:13][c:14]3[n:15]2[cH:16][n:17][cH:18][cH:19]3)[cH:4][cH:5][c:6]([S:8][CH3:9])[cH:7]1. Starting materials: CCC1(O)CCc2cc(F)ccc21, CSCc1cccc2cc[nH]c12, [Cl-], [Cl-], [Cl-], ClCCl, [In+3], O=C(O)C(F)(F)F. Product: CCC1(c2c[nH]c3c(CSC)cccc23)CCc2cc(F)ccc21. As a reaction SMILES: [CH2:12]([CH3:13])[C:14]1([OH:24])[CH2:15][CH2:16][c:17]2[cH:18][c:19]([F:23])[cH:20][cH:21][c:22]21.[CH3:25][S:26][CH2:27][c:28]1[cH:29][cH:30][cH:31][c:32]2[cH:33][cH:34][nH:35][c:36]12.[Cl-:1].[Cl-:3].[Cl-:4].[Cl:37][CH2:38][Cl:39].[In+3:2].[OH:5][C:6]([C:7]([F:8])([F:9])[F:10])=[O:11]>>[CH2:12]([CH3:13])[C:14]1([c:33]2[c:32]3[cH:31][cH:30][cH:29][c:28]([CH2:27][S:26][CH3:25])[c:36]3[nH:35][cH:34]2)[CH2:15][CH2:16][c:17]2[cH:18][c:19]([F:23])[cH:20][cH:21][c:22]21. The reactants are NC1=C(C=C(C(=O)O)C=C1)C (4-amino-3-methylbenzoic acid), CC1(OC(=O)CC(=O)O1)C (Meldrum's acid), C(OC)([O-])[O-] (methyl orthoformate), CO (methanol). The solvent is C(C)(=O)OCC (ethyl acetate). Reaction conditions: temperature 60 celsius, time 5 hour. The product is CC1(OC(C(C(O1)=O)=CNC1=C(C=C(C(=O)O)C=C1)C)=O)C (4-{[(2,2-dimethyl-4,6-dioxo-1,3-dioxan-5-ylidene)methyl]amino}-3-methylbenzoic acid). Isolated yield 68.5%. As a reaction SMILES: [NH2:1][C:2]1[CH:10]=[CH:9][C:5]([C:6]([OH:8])=[O:7])=[CH:4][C:3]=1[CH3:11].[CH3:12][C:13]1([CH3:21])[O:20][C:18](=[O:19])[CH2:17][C:15](=[O:16])[O:14]1.[CH:22]([O-])([O-])OC.CO>C(OCC)(=O)C>[CH3:12][C:13]1([CH3:21])[O:20][C:18](=[O:19])[C:17](=[CH:22][NH:1][C:2]2[CH:10]=[CH:9][C:5]([C:6]([OH:8])=[O:7])=[CH:4][C:3]=2[CH3:11])[C:15](=[O:16])[O:14]1. Procedure: A mixture of 4-amino-3-methylbenzoic acid (7.3 g), Meldrum's acid (7.3 g), methyl orthoformate (5.6 g) and methanol (30 mL) was heated under stirring in an oil bath at 60° C. for 5 hours. The reaction mixture was returned to room temperature, diluted with ethyl acetate and the precipitate was collected by filtration to obtain 4-{[(2,2-dimethyl-4,6-dioxo-1,3-dioxan-5-ylidene)methyl]amino}-3-methylbenzoic acid (10.1 g). Starting materials: C1CCOC1, CC(=O)C(C1CC1)N1C(=O)C(C)(CC(=O)O)CC(c2cccc(Cl)c2)C1c1ccc(Cl)cc1. Product: CC(O)C(C1CC1)N1C(=O)C(C)(CC(=O)O)CC(c2cccc(Cl)c2)C1c1ccc(Cl)cc1. Reaction SMILES: [CH2:34]1[O:35][CH2:36][CH2:37][CH2:38]1.[Cl:1][c:2]1[cH:3][c:4]([CH:8]2[CH2:9][C:10]([CH3:29])([CH2:30][C:31](=[O:32])[OH:33])[C:11](=[O:28])[N:12]([CH:21]([C:22]([CH3:23])=[O:24])[CH:25]3[CH2:26][CH2:27]3)[CH:13]2[c:14]2[cH:15][cH:16][c:17]([Cl:20])[cH:18][cH:19]2)[cH:5][cH:6][cH:7]1>>[Cl:1][c:2]1[cH:3][c:4]([CH:8]2[CH2:9][C:10]([CH3:29])([CH2:30][C:31](=[O:32])[OH:33])[C:11](=[O:28])[N:12]([CH:21]([CH:22]([CH3:23])[OH:24])[CH:25]3[CH2:26][CH2:27]3)[CH:13]2[c:14]2[cH:15][cH:16][c:17]([Cl:20])[cH:18][cH:19]2)[cH:5][cH:6][cH:7]1.